From a dataset of the Open Reaction Database (ORD), a public repository of structured organic reaction records. describe an organic reaction: reactants, conditions, products, and yield Reactants: C1(=CC=CC=C1)C#CC=1C=CC(=NC1)CO ((5-phenylethynyl-pyridin-2-yl)-methanol), C1(=CC=CC=C1)N1C(NCC1)=O (1-phenyl-imidazolidin-2-one). Product: C1(=CC=CC=C1)N1C(N(CC1)CC1=NC=C(C=C1)C#CC1=CC=CC=C1)=O (1-Phenyl-3-(5-phenylethynyl-pyridin-2-ylmethyl)-imidazolidin-2-one). As a reaction SMILES: [C:1]1([C:7]#[C:8][C:9]2[CH:10]=[CH:11][C:12]([CH2:15]O)=[N:13][CH:14]=2)[CH:6]=[CH:5][CH:4]=[CH:3][CH:2]=1.[C:17]1([N:23]2[CH2:27][CH2:26][NH:25][C:24]2=[O:28])[CH:22]=[CH:21][CH:20]=[CH:19][CH:18]=1>>[C:17]1([N:23]2[CH2:27][CH2:26][N:25]([CH2:15][C:12]3[CH:11]=[CH:10][C:9]([C:8]#[C:7][C:1]4[CH:2]=[CH:3][CH:4]=[CH:5][CH:6]=4)=[CH:14][N:13]=3)[C:24]2=[O:28])[CH:18]=[CH:19][CH:20]=[CH:21][CH:22]=1. Reported procedure: The title compound, light yellow solid, MS: m/e=354.3 (M+H+), can be prepared in accordance with the general method of example 31, step 2 from (5-phenylethynyl-pyridin-2-yl)-methanol (example 31, step 1) and 1-phenyl-imidazolidin-2-one.